From a dataset of the Open Reaction Database (ORD), a public repository of structured organic reaction records. describe an organic reaction: reactants, conditions, products, and yield The reactants are [Al+3], COc1ccccc1O, [Cl-], [Cl-], [Cl-], O=C(Cl)CCl, Cl, S=C=S. Product: COc1cc(C(=O)CCl)ccc1O. As a reaction SMILES: [Al+3:11].[CH3:1][O:2][c:3]1[cH:4][cH:5][cH:6][cH:7][c:8]1[OH:9].[Cl-:10].[Cl-:12].[Cl-:13].[Cl:14][CH2:15][C:16](=[O:17])[Cl:18].[ClH:19].[S:20]=[C:21]=[S:22]>>[CH3:1][O:2][c:3]1[cH:4][c:5]([C:16]([CH2:15][Cl:14])=[O:17])[cH:6][cH:7][c:8]1[OH:9]. Reactants: C(#N)CC(=O)N (cyanoacetamide), C(C)C(C([O-])([O-])[O-])(CC)CC (triethylorthoacetate), N1CCOCC1 (morpholine). Run in C(C)#N (acetonitrile). Reaction conditions: temperature 25 celsius. Product: CC(=C(C(=O)N)C#N)N1CCOCC1 (3-Methyl-3-morpholino-2-cyanoacrylamide). Isolated yield 53.0%. RXN SMILES: [C:1]([CH2:3][C:4]([NH2:6])=[O:5])#[N:2].C([C:9](CC)(CC)[C:10]([O-:13])([O-])[O-])C.[NH:18]1[CH2:23][CH2:22]O[CH2:20][CH2:19]1>C(#N)C>[CH3:20][C:19]([N:18]1[CH2:9][CH2:10][O:13][CH2:22][CH2:23]1)=[C:3]([C:1]#[N:2])[C:4]([NH2:6])=[O:5]. Reported procedure: A stirred mixture of cyanoacetamide (84 g.), triethylorthoacetate (178 g.) and morpholine (108 g.) was heated under reflux for 3 hours. The initial reflux temperature was 104° C. and the final reflux temperature was 89° C. At the end of the reflux period acetonitrile (50 ml.) was added, the mixture was cooled at 25° C., the crystalline precipitate was collected, and washed with 2 × 100 ml. of cold ethanol. Weight = 104.7 g. Yield = 53%. A sample was recrystallized from ethanol as white needles m...